describe an organic reaction: reactants, conditions, products, and yield From a dataset of the Open Reaction Database (ORD), a public repository of structured organic reaction records. Reactants: ClC1=NC(=C2N=CN(C2=N1)C(C)C)Cl (2,6-dichloro-9-(2-propyl)purine), ClC=1C=C(CN)C=CC1 (3-chlorobenzylamine). Run in C(C)N(CC)CC (triethylamine). The product is ClC1=NC(=C2N=CN(C2=N1)C(C)C)NCC1=CC(=CC=C1)Cl (2-Chloro-6-[(3-chloro)benzylamino]-9-(2-propyl)purine). Reaction SMILES: [Cl:1][C:2]1[N:10]=[C:9]2[C:5]([N:6]=[CH:7][N:8]2[CH:11]([CH3:13])[CH3:12])=[C:4](Cl)[N:3]=1.[Cl:15][C:16]1[CH:17]=[C:18]([CH:21]=[CH:22][CH:23]=1)[CH2:19][NH2:20]>C(N(CC)CC)C>[Cl:1][C:2]1[N:10]=[C:9]2[C:5]([N:6]=[CH:7][N:8]2[CH:11]([CH3:13])[CH3:12])=[C:4]([NH:20][CH2:19][C:18]2[CH:21]=[CH:22][CH:23]=[C:16]([Cl:15])[CH:17]=2)[N:3]=1. Procedure: 2-Chloro-6-[(3-chloro)benzylamino]-9-(2-propyl)purine is prepared from 2,6-dichloro-9-(2-propyl)purine, 3-chlorobenzylamine, and triethylamine essentially as described above in Example 1, Scheme A, step b. Reactants: FC1=CC=C(CN)C=C1 (4-fluorobenzylamine), ClC=1C2=C(N=C(N1)C1=NC=CC=C1)SC(=C2)Cl (4-chloro-2-(pyridin-2-yl)-6-chloro-thieno-[2,3-d]-pyrimidine). Yields the product N1=C(C=CC=C1)C=1N=C(C2=C(N1)SC(=C2)Cl)NCC2=CC=C(C=C2)F (2-(pyridin-2-yl)-4-(4-fluorobenzylamino)-6-chloro-thieno-[2,3-d]-pyrimidine). RXN SMILES: [F:1][C:2]1[CH:9]=[CH:8][C:5]([CH2:6][NH2:7])=[CH:4][CH:3]=1.Cl[C:11]1[C:12]2[CH:25]=[C:24]([Cl:26])[S:23][C:13]=2[N:14]=[C:15]([C:17]2[CH:22]=[CH:21][CH:20]=[CH:19][N:18]=2)[N:16]=1>>[N:18]1[CH:19]=[CH:20][CH:21]=[CH:22][C:17]=1[C:15]1[N:16]=[C:11]([NH:7][CH2:6][C:5]2[CH:8]=[CH:9][C:2]([F:1])=[CH:3][CH:4]=2)[C:12]2[CH:25]=[C:24]([Cl:26])[S:23][C:13]=2[N:14]=1. Procedure details: With the procedure of Example 1, the reaction of 4-fluorobenzylamine with 4-chloro-2-(pyridin-2-yl)-6-chloro-thieno-[2,3-d]-pyrimidine yields 2-(pyridin-2-yl)-4-(4-fluorobenzylamino)-6-chloro-thieno-[2,3-d]-pyrimidine. As a reaction SMILES: C([O:5][NH:6][C:7](=[O:26])[CH2:8][CH2:9][O:10][C:11]1[CH:16]=[CH:15][C:14]([C:17]2[CH:22]=[CH:21][CH:20]=[C:19]([CH2:23][C:24]#[N:25])[CH:18]=2)=[CH:13][CH:12]=1)(C)(C)C.FC(F)(F)C(O)=O.ClCCl>>[C:24]([CH2:23][C:19]1[CH:18]=[C:17]([C:14]2[CH:15]=[CH:16][C:11]([O:10][CH2:9][CH2:8][C:7]([NH:6][OH:5])=[O:26])=[CH:12][CH:13]=2)[CH:22]=[CH:21][CH:20]=1)#[N:25] |f:1.2|. The reactants are C(C)(C)(C)ONC(CCOC1=CC=C(C=C1)C1=CC(=CC=C1)CC#N)=O (O-tert-butyl 3-[4-(3-cyanomethylphenyl)phenoxy]propanohydroxamic acid), FC(C(=O)O)(F)F.ClCCl (trifluoroacetic acid dichloromethane). Reported procedure: A solution of O-tert-butyl 3-[4-(3-cyanomethylphenyl)phenoxy]propanohydroxamic acid (0.043 g, 0.12 mmol) in 1:1 trifluoroacetic acid-dichloromethane was stirred overnight at ambient temperature. The reaction mixture was filtered, concentrated in vacuo, and azeotroped with dichloromethane and dichloromethane-ethyl ether. Chromatography on silica gel (40:1, then 20:1 dichloromethane-methanol, both containing 0.25% acetic acid) gave 3-[4-(3-cyanomethylphenyl)phenoxy]propanohydroxamic acid (16 mg, 4... Yields the product C(#N)CC=1C=C(C=CC1)C1=CC=C(OCCC(=O)NO)C=C1 (3-[4-(3-cyanomethylphenyl)phenoxy]propanohydroxamic acid). The yield is 45.0%. The reactants are CO, c1cc(OCC2CO2)c2ccsc2c1, CCc1c(C2(O)CCNCC2)sc2ccccc12. The product is CCc1c(C2CCNCC2)sc2ccccc12. Reaction SMILES: [CH3:33][OH:34].[O:19]1[CH2:20][CH:21]1[CH2:22][O:23][c:24]1[c:25]2[cH:26][cH:27][s:28][c:29]2[cH:30][cH:31][cH:32]1.[OH:1][C:2]1([c:8]2[c:9]([CH2:17][CH3:18])[c:10]3[c:11]([s:12]2)[cH:13][cH:14][cH:15][cH:16]3)[CH2:3][CH2:4][NH:5][CH2:6][CH2:7]1>>[CH:2]1([c:8]2[c:9]([CH2:17][CH3:18])[c:10]3[c:11]([s:12]2)[cH:13][cH:14][cH:15][cH:16]3)[CH2:3][CH2:4][NH:5][CH2:6][CH2:7]1. Reported procedure: Fuming nitric acid (2.4 ml, 57.9 mmol) was added slowly at 0° C. to a solution of 3-methoxy-4-(3-(pyrrolidin-1-yl)propoxy)benzoic acid hydrochloride (12.15 g, 38.17 mmol) in TFA (40 ml). The cooling bath was removed and the reaction mixture stirred at ambient temperature for 1 hour. The TFA was removed by evaporation and ice/water was added to the residue and the solvent removed by evaporation. The solid residue was dissolved in dilute hydrochloric acid (pH2.2), poured onto a Diaion (trade mark ... Reaction SMILES: [N+:1]([O-:4])(O)=[O:2].[ClH:5].[CH3:6][O:7][C:8]1[CH:9]=[C:10]([CH:14]=[CH:15][C:16]=1[O:17][CH2:18][CH2:19][CH2:20][N:21]1[CH2:25][CH2:24][CH2:23][CH2:22]1)[C:11]([OH:13])=[O:12]>C(O)(C(F)(F)F)=O>[ClH:5].[CH3:6][O:7][C:8]1[C:16]([O:17][CH2:18][CH2:19][CH2:20][N:21]2[CH2:22][CH2:23][CH2:24][CH2:25]2)=[CH:15][C:14]([N+:1]([O-:4])=[O:2])=[C:10]([CH:9]=1)[C:11]([OH:13])=[O:12] |f:1.2,4.5|. Isolated yield 87.9%. The product is Cl.COC=1C(=CC(=C(C(=O)O)C1)[N+](=O)[O-])OCCCN1CCCC1 (5-methoxy-2-nitro-4-(3-(pyrrolidin-1-yl)propoxy)benzoic acid hydrochloride). Starting materials: [N+](=O)(O)[O-] (nitric acid), Cl.COC=1C=C(C(=O)O)C=CC1OCCCN1CCCC1 (3-methoxy-4-(3-(pyrrolidin-1-yl)propoxy)benzoic acid hydrochloride). Conditions: time 1 hour. Solvent: C(=O)(C(F)(F)F)O (TFA). The reactants are [OH-].[Na+] (Sodium hydroxide), C1(CCCCC1)C=1C=2C=CC(=CC2N2C1C1=C(CC(C2)=O)C=CC=C1)C(=O)OC (Methyl 13-cyclohexyl-6,7-dihydro-6-oxo -5H-indolo[2,1-a][2]benzazepine-10-carboxylate), Cl (hydrochloric acid). The solvent is CO (methanol), O1CCCC1 (tetrahydrofuran). Reaction conditions: temperature 90 celsius. Product: C1(CCCCC1)C=1C=2C=CC(=CC2N2C1C1=C(CC(C2)=O)C=CC=C1)C(=O)O (13-Cyclohexyl-6,7-dihydro-6-oxo-5H-indolo[2,1-a][2]benzazepine-10-carboxylic acid). Isolated yield 92.7%. RXN SMILES: [OH-].[Na+].[CH:3]1([C:9]2[C:10]3[CH:11]=[CH:12][C:13]([C:28]([O:30]C)=[O:29])=[CH:14][C:15]=3[N:16]3[CH2:22][C:21](=[O:23])[CH2:20][C:19]4[CH:24]=[CH:25][CH:26]=[CH:27][C:18]=4[C:17]=23)[CH2:8][CH2:7][CH2:6][CH2:5][CH2:4]1.Cl>CO.O1CCCC1>[CH:3]1([C:9]2[C:10]3[CH:11]=[CH:12][C:13]([C:28]([OH:30])=[O:29])=[CH:14][C:15]=3[N:16]3[CH2:22][C:21](=[O:23])[CH2:20][C:19]4[CH:24]=[CH:25][CH:26]=[CH:27][C:18]=4[C:17]=23)[CH2:4][CH2:5][CH2:6][CH2:7][CH2:8]1 |f:0.1|. Procedure: Sodium hydroxide (0.2 mL of 1 N, 0.2 mmol) was added to a solution of the Methyl 13-cyclohexyl-6,7-dihydro-6-oxo -5H-indolo[2,1-a][2]benzazepine-10-carboxylate (20 mg, 0.052 mmol) in methanol (0.5 mL) and tetrahydrofuran (0.5 mL) in a microwave vial. The vial was sealed and the contents heated at 90° C. for 5 min in a microwave apparatus. The solution was acidified with dilute hydrochloric acid to precipitate the crude acid. The solid was collected and purified on the Shimadzu preparative liquid...